Dataset: the Open Reaction Database (ORD), a public repository of structured organic reaction records. Task: describe an organic reaction: reactants, conditions, products, and yield The reactants are C(C)(=O)OCC (ethyl acetate), [Li+].[OH-] (LiOH), CC(=O)O (AcOH), COC(CC1=CC(=CC=C1)OCCCN(CC(C)C=1SC=CC1)CC1=C(C(=CC=C1)C(F)(F)F)Cl)=O ((3-{3-[(2-chloro-3-trifluoromethyl-benzyl)-(2-thiophen-2-yl-propyl)-amino]-propoxy}-phenyl)-acetic acid methyl ester), [Li+].[OH-] (LiOH). The solvent is O (water), C1CCOC1 (THF), O (water). Reaction conditions: time 2 hour. The product is amine, Cl.ClC1=C(CN(CCCOC=2C=C(C=CC2)CC(=O)O)CC(C)C=2SC=CC2)C=CC=C1C(F)(F)F ((3-{3-[(2-Chloro-3-trifluoromethyl-benzyl)-(2-thiophen-2-yl-propyl)-amino]-propoxy}-phenyl)-acetic acid hydrochloride salt). The yield is 106.7%. Reaction SMILES: C[O:2][C:3](=[O:36])[CH2:4][C:5]1[CH:10]=[CH:9][CH:8]=[C:7]([O:11][CH2:12][CH2:13][CH2:14][N:15]([CH2:24][C:25]2[CH:30]=[CH:29][CH:28]=[C:27]([C:31]([F:34])([F:33])[F:32])[C:26]=2[Cl:35])[CH2:16][CH:17]([C:19]2[S:20][CH:21]=[CH:22][CH:23]=2)[CH3:18])[CH:6]=1.[Li+].[OH-].CC(O)=O.C(OCC)(=O)C>C1COCC1.O>[ClH:35].[Cl:35][C:26]1[C:27]([C:31]([F:34])([F:32])[F:33])=[CH:28][CH:29]=[CH:30][C:25]=1[CH2:24][N:15]([CH2:16][CH:17]([C:19]1[S:20][CH:21]=[CH:22][CH:23]=1)[CH3:18])[CH2:14][CH2:13][CH2:12][O:11][C:7]1[CH:6]=[C:5]([CH2:4][C:3]([OH:36])=[O:2])[CH:10]=[CH:9][CH:8]=1 |f:1.2,7.8|. Procedure details: A solution of (3-{3-[(2-chloro-3-trifluoromethyl-benzyl)-(2-thiophen-2-yl-propyl)-amino]-propoxy}-phenyl)-acetic acid methyl ester (25 mg, 0.05 mmol) in THF (9 ml) and water (6 ml) was treated with aqueous LiOH (1.0 N, 0.29 ml, 1.0 mmol). After stirring at room temperature for 2 h, additional LiOH (0.29 ml, 1.0 mmol) was added and stirring was continued for 2 h. The reaction was neutralized with AcOH and poured into water and ethyl acetate. The layers were separated and the aqueous layer was ext... Yields the product O=C(O)CCC(=O)c1ccc(F)c([N+](=O)[O-])c1. RXN SMILES: [F:1][c:2]1[cH:3][cH:4][c:5]([C:6](=[O:7])[CH2:8][CH2:9][C:10](=[O:11])[OH:12])[cH:13][cH:14]1.[OH:15][N+:16]([O-:17])=[O:18]>>[F:1][c:2]1[cH:3][cH:4][c:5]([C:6](=[O:7])[CH2:8][CH2:9][C:10](=[O:11])[OH:12])[cH:13][c:14]1[N+:16](=[O:15])[O-:17]. Reactants: O=C(O)CCC(=O)c1ccc(F)cc1, O=[N+]([O-])O. Starting materials: CCO, CCOC(=O)C=Cc1cnc(NC2CCCN(Cc3cccc(Cl)c3)C2)cn1, Cl. The product is O=C(O)C=Cc1cnc(NC2CCCN(Cc3cccc(Cl)c3)C2)cn1. RXN SMILES: [CH3:30][CH2:31][OH:32].[Cl:1][c:2]1[cH:3][c:4]([CH2:5][N:6]2[CH2:7][CH:8]([NH:12][c:13]3[n:14][cH:15][c:16]([CH:19]=[CH:20][C:21](=[O:22])[O:23][CH2:24][CH3:25])[n:17][cH:18]3)[CH2:9][CH2:10][CH2:11]2)[cH:26][cH:27][cH:28]1.[ClH:29]>>[Cl:1][c:2]1[cH:3][c:4]([CH2:5][N:6]2[CH2:7][CH:8]([NH:12][c:13]3[n:14][cH:15][c:16]([CH:19]=[CH:20][C:21](=[O:22])[OH:23])[n:17][cH:18]3)[CH2:9][CH2:10][CH2:11]2)[cH:26][cH:27][cH:28]1. Product: NC1=C(C2=C(S(CC2)(=O)=O)C=C1)C(=O)O (5-amino-1,1-dioxo-2,3-dihydro-1H-1λ6-benzo[b]thiophene-4-carboxylic acid). Isolated yield 60.6%. Procedure: 1.5 g (6.32 mmol) of 3,3-dioxo-1,2,3,6-tetrahydro-3λ6-thieno[3,2-e]indole-7,8-dione were introduced into a 10 ml three-neck round-bottom flask and dissolved in 6.5 ml of 1M (207.2 mmol) sodium hydroxide solution. 1.5 ml (1.32 mmol) of a 30% strength hydrogen peroxide solution were slowly added dropwise over the course of 30 minutes. The internal temperature during the addition was kept between 30-40° C. despite the exothermic reaction. After the addition was complete, the mixture was stirred at ... Run at temperature 40 celsius, time 1.5 hour. The reactants are O=S1(CCC2=C3C(C(NC3=CC=C21)=O)=O)=O (3,3-dioxo-1,2,3,6-tetrahydro-3λ6-thieno[3,2-e]indole-7,8-dione), Cl (HCl), [OH-].[Na+] (sodium hydroxide), OO (hydrogen peroxide). RXN SMILES: [O:1]=[S:2]1(=[O:16])[C:13]2[C:5](=[C:6]3[C:10](=[CH:11][CH:12]=2)[NH:9]C(=O)[C:7]3=[O:15])[CH2:4][CH2:3]1.[OH-:17].[Na+].OO.Cl>O>[NH2:9][C:10]1[CH:11]=[CH:12][C:13]2[S:2](=[O:1])(=[O:16])[CH2:3][CH2:4][C:5]=2[C:6]=1[C:7]([OH:15])=[O:17] |f:1.2|. Run in O (water). Reactants: O=Cc1cc(N2C(=O)C3=C(CCCC3)C2=O)c(Cl)cc1Cl, CCOP(=O)(OCC)C(Cl)(Cl)Cl, [Li]CCCC. Yields the product CCOP(=O)(OCC)C(Cl)=Cc1cc(N2C(=O)C3=C(CCCC3)C2=O)c(Cl)cc1Cl. RXN SMILES: [Cl:18][c:19]1[c:20]([CH:21]=[O:22])[cH:23][c:24]([N:28]2[C:29](=[O:38])[C:30]3=[C:35]([CH2:34][CH2:33][CH2:32][CH2:31]3)[C:36]2=[O:37])[c:25]([Cl:27])[cH:26]1.[Cl:1][C:2]([P:3]([O:4][CH2:5][CH3:6])(=[O:7])[O:8][CH2:9][CH3:10])([Cl:11])[Cl:12].[Li:13][CH2:14][CH2:15][CH2:16][CH3:17]>>[C:2]([P:3]([O:4][CH2:5][CH3:6])(=[O:7])[O:8][CH2:9][CH3:10])([Cl:12])=[CH:21][c:20]1[c:19]([Cl:18])[cH:26][c:25]([Cl:27])[c:24]([N:28]2[C:29](=[O:38])[C:30]3=[C:35]([CH2:34][CH2:33][CH2:32][CH2:31]3)[C:36]2=[O:37])[cH:23]1. The reactants are ClC1=CC=C(C=C1)/C=C/C=1C=C(C(=O)O)C=CC1OC (3-[(E)-2-(4-chlorophenyl)vinyl]-4-methoxy-benzoic acid), Cl.C(C)N (ethylamine hydrochloride). Yields the product ClC1=CC=C(C=C1)/C=C/C=1C=C(C(=O)NCC)C=CC1OC (3-[(E)-2-(4-chlorophenyl)-vinyl]-N-ethyl-4-methoxy-benzamide). As a reaction SMILES: [Cl:1][C:2]1[CH:7]=[CH:6][C:5](/[CH:8]=[CH:9]/[C:10]2[CH:11]=[C:12]([CH:16]=[CH:17][C:18]=2[O:19][CH3:20])[C:13]([OH:15])=O)=[CH:4][CH:3]=1.Cl.[CH2:22]([NH2:24])[CH3:23]>>[Cl:1][C:2]1[CH:3]=[CH:4][C:5](/[CH:8]=[CH:9]/[C:10]2[CH:11]=[C:12]([CH:16]=[CH:17][C:18]=2[O:19][CH3:20])[C:13]([NH:24][CH2:22][CH3:23])=[O:15])=[CH:6][CH:7]=1 |f:1.2|. Procedure details: The captioned compound was synthesized from 3-[(E)-2-(4-chlorophenyl)vinyl]-4-methoxy-benzoic acid and ethylamine hydrochloride in accordance with the same procedure as in the manufacturing method described in step C of Example 1-2-3.